From a dataset of the Open Reaction Database (ORD), a public repository of structured organic reaction records. describe an organic reaction: reactants, conditions, products, and yield Starting materials: O1C(CCCC1)OCCC#CCCC\C=C/C\C=C/CC ((8Z,11Z)-1-(tetrahydropyran-2-yloxy)-8,11-tetradecadien-3-yne), resin. Solvent: CO (methanol). Yields the product C(CC#CCCC\C=C/C\C=C/CC)O ((8Z,11Z)-8,11-tetradecadien-3-yn-1-ol). The yield is 83.0%. RXN SMILES: O1CCCCC1[O:7][CH2:8][CH2:9][C:10]#[C:11][CH2:12][CH2:13][CH2:14]/[CH:15]=[CH:16]\[CH2:17]/[CH:18]=[CH:19]\[CH2:20][CH3:21]>CO>[CH2:8]([OH:7])[CH2:9][C:10]#[C:11][CH2:12][CH2:13][CH2:14]/[CH:15]=[CH:16]\[CH2:17]/[CH:18]=[CH:19]\[CH2:20][CH3:21]. Reported procedure: A solution of 6 (2.2 g, 7.5 mmol) in methanol (50 mL) was stirred with DOWEX™ 50W-X8 (Dow Chemical, Midland, Mich.) ion exchange resin (2 g) and the formation of 7 was monitored by TLC. The resin was removed by filtration and washed with methanol (3×20 mL). The alcohol 7 was purified by flash chromatography (1.3 g, 83% yield). 13H NMR (200 MHz) δ: 5.36 (m, 4H, CH=CH), 3.66 (t, J=6.1, 6.4 Hz, 2H, CH2 -1), 2.78 (t, J=6.4, 6.7 Hz, 2H, =CH--CH2 --CH=), 2.42 (tt, J=2.1, 2.4, 6.1, 6.4 Hz, 2H, CH2 -2),...